Dataset: the Open Reaction Database (ORD), a public repository of structured organic reaction records. Task: describe an organic reaction: reactants, conditions, products, and yield The reactants are S(C)C (Me2S), O=C1COC2=C(N1)C=CC=C2C(=O)O (3-oxo-3,4-dihydro-2H-benzo[1,4]oxazine-8-carboxylic acid), [NH4+].[Cl-] (NH4Cl). Solvent: C1CCOC1 (THF). Product: O1CCNC2=C1C(=CC=C2)CO ((3,4-dihydro-2H-benzo[1,4]oxazin-8-yl)-methanol). Reaction SMILES: O=[C:2]1[NH:7][C:6]2[CH:8]=[CH:9][CH:10]=[C:11]([C:12](O)=[O:13])[C:5]=2[O:4][CH2:3]1.S(C)C.[NH4+].[Cl-]>C1COCC1>[O:4]1[C:5]2[C:11]([CH2:12][OH:13])=[CH:10][CH:9]=[CH:8][C:6]=2[NH:7][CH2:2][CH2:3]1 |f:2.3|. Procedure: To a suspension of 3-oxo-3,4-dihydro-2H-benzo[1,4]oxazine-8-carboxylic acid (1.51 g, 7.8 mmol) in anhydrous THF (10 mL) was added BH3.Me2S (2 M in THF, 10 mL, 20 mmol) dropwise under nitrogen at 0° C. The resulted mixture was allowed to rise to r.t., and the reaction was continued to be carried out at this temperature overnight. Then, saturated aqueous NH4Cl (30 mL) was added in, and the resulted mixture was extracted with EtOAc (200 mL×2). The combined organic layers were washed with saturated ... Starting materials: ClC1=NC=2N(C(=C1)N(C(OC(C)(C)C)=O)CC(C)N1CCOCC1)N=CC2 (tert-butyl 5-chloropyrazolo[1,5-a]pyrimidin-7-yl(2-morpholinopropyl)carbamate), ClC=1C=CC(=C(N)C1)F (5-chloro-2-fluoroaniline), [Li+].C[Si](C)(C)[N-][Si](C)(C)C (LiHMDS), CC(C)C1=CC(=C(C(=C1)C(C)C)C2=C(C=CC=C2)P(C3CCCCC3)C4CCCCC4)C(C)C (X-Phos). The reagents and catalysts are C=1C=CC(=CC1)/C=C/C(=O)/C=C/C2=CC=CC=C2.C=1C=CC(=CC1)/C=C/C(=O)/C=C/C2=CC=CC=C2.C=1C=CC(=CC1)/C=C/C(=O)/C=C/C2=CC=CC=C2.[Pd].[Pd] (tris(dibenzylideneacetone)dipalladium(0)). Run at time 1 hour. Yields the product ClC=1C=CC(=C(C1)NC1=NC=2N(C(=C1)NCC(C)N1CCOCC1)N=CC2)F (N5-(5-chloro-2-fluorophenyl)-N7-(2-morpholinopropyl)pyrazolo[1,5-a]pyrimidine-5,7-diamine). Isolated yield 20.7%. As a reaction SMILES: Cl[C:2]1[CH:7]=[C:6]([N:8]([CH2:16][CH:17]([N:19]2[CH2:24][CH2:23][O:22][CH2:21][CH2:20]2)[CH3:18])C(=O)OC(C)(C)C)[N:5]2[N:25]=[CH:26][CH:27]=[C:4]2[N:3]=1.[Cl:28][C:29]1[CH:30]=[CH:31][C:32]([F:36])=[C:33]([CH:35]=1)[NH2:34].[Li+].C[Si]([N-][Si](C)(C)C)(C)C.CC(C1C=C(C(C)C)C(C2C=CC=CC=2P(C2CCCCC2)C2CCCCC2)=C(C(C)C)C=1)C>C1C=CC(/C=C/C(/C=C/C2C=CC=CC=2)=O)=CC=1.C1C=CC(/C=C/C(/C=C/C2C=CC=CC=2)=O)=CC=1.C1C=CC(/C=C/C(/C=C/C2C=CC=CC=2)=O)=CC=1.[Pd].[Pd]>[Cl:28][C:29]1[CH:30]=[CH:31][C:32]([F:36])=[C:33]([NH:34][C:2]2[CH:7]=[C:6]([NH:8][CH2:16][CH:17]([N:19]3[CH2:20][CH2:21][O:22][CH2:23][CH2:24]3)[CH3:18])[N:5]3[N:25]=[CH:26][CH:27]=[C:4]3[N:3]=2)[CH:35]=1 |f:2.3,5.6.7.8.9|. Reported procedure: To tert-butyl 5-chloropyrazolo[1,5-a]pyrimidin-7-yl(2-morpholinopropyl)carbamate (396 mg, 1 mmol), 5-chloro-2-fluoroaniline (145 uL, 1.2 mmol), and LiHMDS (2.2 mL, 2.2 mmol, 1M in THF) was added X-Phos (11 mg, 0.024 mmol) and tris(dibenzylideneacetone)dipalladium(0) (18 mg, 0.02 mmol). The mixture was sealed and irradiated at 65° C. for 60 min in the microwave. The reaction was quenched with 1N HCL (2 mL) and then neutralized with saturated sodium bicarbonate solution. The mixture was extracted ... Starting materials: C(=O)(C(F)(F)F)O (TFA), S1C(=CC=C1)C=O (2-Thiophenecarboxaldehyde), NC1=CC=2CC3=CC=CC=C3C2C=C1 (2-aminofluorene). Run in C(C)(C)O (isopropanol). Yields the product S1C(=CC=C1)C=C1C2=CC=CC=C2C=2C=CC(=CC12)N (((thiophen-2-yl)methylene)-9H-fluoren-2-amine). As a reaction SMILES: [S:1]1[CH:5]=[CH:4][CH:3]=[C:2]1[CH:6]=O.[NH2:8][C:9]1[CH:21]=[CH:20][C:19]2[C:18]3[C:13](=[CH:14][CH:15]=[CH:16][CH:17]=3)[CH2:12][C:11]=2[CH:10]=1.C(O)(C(F)(F)F)=O>C(O)(C)C>[S:1]1[CH:5]=[CH:4][CH:3]=[C:2]1[CH:6]=[C:12]1[C:11]2[CH:10]=[C:9]([NH2:8])[CH:21]=[CH:20][C:19]=2[C:18]2[C:13]1=[CH:14][CH:15]=[CH:16][CH:17]=2. Procedure: 2-Thiophenecarboxaldehyde (80.4 mg, 0.72 mmol) was added to 2-aminofluorene (100 mg, 0.55 mmol) and refluxed in isopropanol for 12 hours with a catalytic amount of TFA. The solvent was evaporated and the product was purified by flash chromatography using anhydrous basic activated alumina gel (AlO2) and 40% ethyl acetate and 60% hexanes. The title compound was obtained as a yellow product. (45.4 mg, 0.165 mmol, 30%). M.p.: 143° C. 1H-NMR (300 MHz, [D] DMSO): δ=8.65 (s, 1H), 7.89 (t, 2H, 3J=10.9 H... Starting materials: OC1=CC=C(C=O)C=C1 (p-Hydroxy-benzaldehyde), [OH-].[Na+] (NaOH), CCCCCC[C@H](C)O (S-(+)-2-octanol), S(=O)(=O)([O-])C1=CC=C(C)C=C1 (tosylate). Solvent: C(C)O (ethanol). Product: CC(CCCCCC)OC1=CC=C(C=O)C=C1 (p-(1-methylheptyloxy)benzaldehyde). RXN SMILES: [OH:1][C:2]1[CH:9]=[CH:8][C:5]([CH:6]=[O:7])=[CH:4][CH:3]=1.[OH-].[Na+].S(C1C=CC(C)=CC=1)([O-])(=O)=O.[CH3:23][CH2:24][CH2:25][CH2:26][CH2:27][CH2:28][C@@H:29](O)[CH3:30]>C(O)C>[CH3:23][CH:24]([O:1][C:2]1[CH:9]=[CH:8][C:5]([CH:6]=[O:7])=[CH:4][CH:3]=1)[CH2:25][CH2:26][CH2:27][CH2:28][CH2:29][CH3:30] |f:1.2|. Procedure: p-Hydroxy-benzaldehyde (15 g), ethanol (200 ml) and 50% NaOH (12 g) were mixed with stirring, followed by pouring in the mixture, a tosylate (26 g) derived from S-(+)-2-octanol, heating the resulting mixture under reflux for 6 hours, distilling off most of ethanol, adding 6N-HCl (100 ml), extracting with toluene, washing the toluene layer with acid, washing with alkali, washing with water to make it neutral, drying, concentrating, and further concentrating the resulting concentrate according to ... Reactants: B(Br)(Br)Br (BBr3), C1(CCCCC1)C=1C=2C=CC(=CC2N2C1C1=C(CN(CC2)CC=2C=NN(C2)C)C=CC=C1)C(=O)OC (methyl 14-cyclohexyl-6-[(1-methyl-1H-pyrazol-4-yl)methyl]-5,6,7,8-tetrahydroindolo[2,1-a][2,5]benzodiazocine-11-carboxylate). Run in C(Cl)Cl (CH2Cl2). Conditions: time 40 minute. The product is C1(CCCCC1)C=1C=2C=CC(=CC2N2C1C1=C(CN(CC2)CC=2C=NN(C2)C)C=CC=C1)C(=O)O (14-cyclohexyl-6-[(1-methyl-1H-pyrazol-4-yl)methyl]-5,6,7,8-tetrahydroindolo[2,1-a][2,5]benzodiazocine-11-carboxylic acid). Isolated yield 7.0%. As a reaction SMILES: B(Br)(Br)Br.[CH:5]1([C:11]2[C:12]3[CH:13]=[CH:14][C:15]([C:37]([O:39]C)=[O:38])=[CH:16][C:17]=3[N:18]3[CH2:25][CH2:24][N:23]([CH2:26][C:27]4[CH:28]=[N:29][N:30]([CH3:32])[CH:31]=4)[CH2:22][C:21]4[CH:33]=[CH:34][CH:35]=[CH:36][C:20]=4[C:19]=23)[CH2:10][CH2:9][CH2:8][CH2:7][CH2:6]1>C(Cl)Cl>[CH:5]1([C:11]2[C:12]3[CH:13]=[CH:14][C:15]([C:37]([OH:39])=[O:38])=[CH:16][C:17]=3[N:18]3[CH2:25][CH2:24][N:23]([CH2:26][C:27]4[CH:28]=[N:29][N:30]([CH3:32])[CH:31]=4)[CH2:22][C:21]4[CH:33]=[CH:34][CH:35]=[CH:36][C:20]=4[C:19]=23)[CH2:10][CH2:9][CH2:8][CH2:7][CH2:6]1. Procedure details: BBr3 (5 eq, 1 M sol. in CH2Cl2) was added to a solution of methyl 14-cyclohexyl-6-[(1-methyl-1H-pyrazol-4-yl)methyl]-5,6,7,8-tetrahydroindolo[2,1-a][2,5]benzodiazocine-11-carboxylate in CH2Cl2 (0.06 M), and the mixture stirred at RT for 40 mins. The volatiles were removed in vacuo. The crude was then purified by prep RP-HPLC (stationary phase: column Waters XTERRA prep. C18, 5 um, 19×150 mm. Mobile phase: MeCN/H2O buffered with 0.1% TFA). Fractions containing the pure compound were combined and ... Reactants: S-ethyl ester, N\C(=C/C(=S)O)\C (β-aminothiocrotonic acid), C1(CC(C2=CC=CC=C12)=O)=O (indane-1,3-dione), solvent, C(C)(=O)O (acetic acid), C1(=CC=CC=C1)C (toluene). Conditions: temperature 0 celsius. The product is CC1=C(CC2=C(N1)C1=CC=CC=C1C2=O)C(=S)CC (2-methyl-3-ethylthiocarbonyl-5-oxo-1,4-dihydroindeno-(1,2-b)pyridine). RXN SMILES: [NH2:1]/[C:2](/[CH3:7])=[CH:3]\[C:4](O)=[S:5].[C:8]1(=[O:18])[C:16]2[C:11](=[CH:12][CH:13]=[CH:14][CH:15]=2)[C:10](=O)[CH2:9]1.[C:19](O)(=O)[CH3:20].[C:23]1(C)C=CC=CC=1>>[CH3:7][C:2]1[NH:1][C:10]2[C:11]3[C:16]([C:8](=[O:18])[C:9]=2[CH2:23][C:3]=1[C:4]([CH2:19][CH3:20])=[S:5])=[CH:15][CH:14]=[CH:13][CH:12]=3. Procedure details: 2.98 g (0.02 mole) of S-ethyl ester of β-aminothiocrotonic acid, 2.92 g (0.02 mole) of indane-1,3-dione and 0.7 g of paraform are heated at reflux in 30 ml of toluene for 20 minutes under vigorous stirring in a flask provided with Dean-Stark-packing. There is distilled-off about 10 ml of the solvent; after cooling to a temperature of 0° C. 1.42 g (25%) a red substance is isolated which melts at 240° C. (from acetic acid). Reactants: COc1ccc(CC#N)cc1OC, CC(C)Br, [Na+], [OH-]. Product: COc1ccc(C(C#N)C(C)C)cc1OC. RXN SMILES: [CH2:3]([c:4]1[cH:5][c:6]([O:7][CH3:8])[c:9]([O:10][CH3:11])[cH:12][cH:13]1)[C:14]#[N:15].[CH:16]([CH3:17])([CH3:18])[Br:19].[Na+:2].[OH-:1]>>[CH:3]([c:4]1[cH:5][c:6]([O:7][CH3:8])[c:9]([O:10][CH3:11])[cH:12][cH:13]1)([C:14]#[N:15])[CH:16]([CH3:17])[CH3:18].